From a dataset of the Open Reaction Database (ORD), a public repository of structured organic reaction records. describe an organic reaction: reactants, conditions, products, and yield Reactants: [N+](=O)(O)[O-] (nitric acid), C1=C(C=CC2=CC=CC=C12)CCCCCCC(=O)OCC (ethyl 7-(2-naphthyl)heptanoate), [OH-].[Na+] (sodium hydroxide), C(C)O (ethanol). Solvent: C(C)(=O)OC(C)=O (acetic anhydride), C(C)(=O)OC(C)=O (acetic anhydride). Run at temperature -78 celsius, time 30 minute. Product: [N+](=O)([O-])C1=C(C=CC2=CC=CC=C12)CCCCCCC(=O)O (7-(1-nitro-2-naphthyl)heptanoic acid). As a reaction SMILES: [N+:1]([O-:4])(O)=[O:2].[CH:5]1[C:14]2[C:9](=[CH:10][CH:11]=[CH:12][CH:13]=2)[CH:8]=[CH:7][C:6]=1[CH2:15][CH2:16][CH2:17][CH2:18][CH2:19][CH2:20][C:21]([O:23]CC)=[O:22].C(O)C.[OH-].[Na+]>C(OC(=O)C)(=O)C>[N+:1]([C:5]1[C:14]2[C:9](=[CH:10][CH:11]=[CH:12][CH:13]=2)[CH:8]=[CH:7][C:6]=1[CH2:15][CH2:16][CH2:17][CH2:18][CH2:19][CH2:20][C:21]([OH:23])=[O:22])([O-:4])=[O:2] |f:3.4|. Reported procedure: Fuming nitric acid (81 ml) was ice-cooled and acetic anhydride (4.5 ml) was added dropwise. The mixture was cooled to -78° C. and a solution of ethyl 7-(2-naphthyl)heptanoate (10 g) in acetic anhydride (20 ml) was added. The temperature was then increased to -20° C. over a period of 2 hours, after which ethanol (10 ml) was added dropwise. The mixture was stirred for 30 minutes. Then, 2N aqueous sodium hydroxide solution (300 ml) was added under ice-cooling and the mixture was further stirred for... Reactants: [Al+3], O=C(O)C1CCC(Cc2ccccc2Cl)CC1, [H-], [H-], [H-], [H-], [Li+], C1CCOC1. Product: OCC1CCC(Cc2ccccc2Cl)CC1. RXN SMILES: [Al+3:19].[Cl:1][c:2]1[c:3]([CH2:4][CH:5]2[CH2:6][CH2:7][CH:8]([C:11](=[O:12])[OH:13])[CH2:9][CH2:10]2)[cH:14][cH:15][cH:16][cH:17]1.[H-:18].[H-:21].[H-:22].[H-:23].[Li+:20].[O:24]1[CH2:25][CH2:26][CH2:27][CH2:28]1>>[Cl:1][c:2]1[c:3]([CH2:4][CH:5]2[CH2:6][CH2:7][CH:8]([CH2:11][OH:12])[CH2:9][CH2:10]2)[cH:14][cH:15][cH:16][cH:17]1. Reactants: [Na] (sodium), C(CC(=O)OCC)(=O)OCC (diethyl malonate), C1(CCCC1)Br (cyclopentyl bromide). Solvent: C(C)O (ethanol). Yields the product C1(CCCC1)C(C(=O)OCC)C(=O)OCC (Diethyl cyclopentylmalonate). Isolated yield 70.6%. RXN SMILES: [Na].[C:2]([O:10][CH2:11][CH3:12])(=[O:9])[CH2:3][C:4]([O:6][CH2:7][CH3:8])=[O:5].[CH:13]1(Br)[CH2:17][CH2:16][CH2:15][CH2:14]1>C(O)C>[CH:13]1([CH:3]([C:4]([O:6][CH2:7][CH3:8])=[O:5])[C:2]([O:10][CH2:11][CH3:12])=[O:9])[CH2:17][CH2:16][CH2:15][CH2:14]1 |^1:0|. Reported procedure: To a solution of 4.6 g (0.2 mol) sodium in 80 mL absolute ethanol was added 30.4 mL (0.2 mol) diethyl malonate. After briefly stirring, 21.4 mL (0.2 mol) cyclopentyl bromide was added, and the resulting solution refluxed for 12 hrs. Most of the ethanol was then removed by rotary evaporation, and the reaction was quenched with 250 mL of water and extracted 3×, each with 100 mL ether. The extracts were dried over MgSO4, filtered, and concentrated. Distillation through a 6" Vigreaux at 6 mm Hg prov... The reactants are esters, F[C@H]1C[C@@H](N(C1)CC1=CC(=CC=C1)C(F)(F)F)C(=O)OCC1=CC(=CC=C1)C(F)(F)F ((2R,4S)-3-(trifluoromethyl)benzyl 4-fluoro-1-(3-(trifluoromethyl)benzyl)pyrrolidine-2-carboxylate), [Li+].[OH-] (LiOH). Product: F[C@H]1C[C@@H](N(C1)CC1=CC(=CC=C1)C(F)(F)F)C(=O)[O-].[Li+] (lithium (2R,4S)-4-fluoro-1-(3-(trifluoromethyl)benzyl)pyrrolidine-2-carboxylate). Reaction SMILES: [F:1][C@@H:2]1[CH2:6][N:5]([CH2:7][C:8]2[CH:13]=[CH:12][CH:11]=[C:10]([C:14]([F:17])([F:16])[F:15])[CH:9]=2)[C@@H:4]([C:18]([O:20]CC2C=CC=C(C(F)(F)F)C=2)=[O:19])[CH2:3]1.[Li+:32].[OH-]>>[F:1][C@@H:2]1[CH2:6][N:5]([CH2:7][C:8]2[CH:13]=[CH:12][CH:11]=[C:10]([C:14]([F:17])([F:15])[F:16])[CH:9]=2)[C@@H:4]([C:18]([O-:20])=[O:19])[CH2:3]1.[Li+:32] |f:1.2,3.4|. Reported procedure: The title compound (D16) (60 mg) was prepared according to the general procedure for esters hydrolysis starting from (2R,4S)-3-(trifluoromethyl)benzyl 4-fluoro-1-(4-(trifluoromethyl)benzyl)pyrrolidine-2-carboxylate (D9) (110 mg). (LiOH: 2 eq; Reaction time: 18 hrs) Reaction SMILES: [CH3:23][CH:24]1[N:25]([c:30]2[cH:31][c:32]([CH3:36])[cH:33][cH:34][cH:35]2)[CH2:26][CH2:27][NH:28][CH2:29]1.[CH:37]([N:38]([CH2:39][CH3:40])[CH:41]([CH3:42])[CH3:43])([CH3:44])[CH3:45].[F:1][c:2]1[cH:3][cH:4][c:5](-[c:8]2[cH:9][c:10]([CH2:19][CH2:20][CH:21]=[O:22])[n:11][n:12]2-[c:13]2[cH:14][cH:15][cH:16][cH:17][cH:18]2)[cH:6][cH:7]1>>[F:1][c:2]1[cH:3][cH:4][c:5](-[c:8]2[cH:9][c:10]([CH2:19][CH2:20][CH2:21][N:28]3[CH2:27][CH2:26][N:25]([c:30]4[cH:31][c:32]([CH3:36])[cH:33][cH:34][cH:35]4)[CH:24]([CH3:23])[CH2:29]3)[n:11][n:12]2-[c:13]2[cH:14][cH:15][cH:16][cH:17][cH:18]2)[cH:6][cH:7]1. Starting materials: Cc1cccc(N2CCNCC2C)c1, CCN(C(C)C)C(C)C, O=CCCc1cc(-c2ccc(F)cc2)n(-c2ccccc2)n1. Product: Cc1cccc(N2CCN(CCCc3cc(-c4ccc(F)cc4)n(-c4ccccc4)n3)CC2C)c1. The reactants are CC(C)C[Al+]CC(C)C, CO, Cc1ccccc1, [H-], [Na+], [Na+], O=S(=O)([O-])[O-], COC(=O)c1ccc2cc[nH]c2c1. Product: OCc1ccc2cc[nH]c2c1. RXN SMILES: [CH2:15]([Al+:16][CH2:17][CH:18]([CH3:19])[CH3:20])[CH:21]([CH3:22])[CH3:23].[CH3:24][OH:25].[CH3:33][c:34]1[cH:35][cH:36][cH:37][cH:38][cH:39]1.[H-:14].[Na+:26].[Na+:27].[O-:28][S:29](=[O:30])(=[O:31])[O-:32].[nH:1]1[cH:2][cH:3][c:4]2[cH:5][cH:6][c:7]([C:10](=[O:11])[O:12][CH3:13])[cH:8][c:9]12>>[nH:1]1[cH:2][cH:3][c:4]2[cH:5][cH:6][c:7]([CH2:10][OH:11])[cH:8][c:9]12. The reactants are C=C(C)C, CCOCC, ON=CCCl, [Na+], O=C([O-])O. Yields the product CC(C)(C)ON=CCCl. As a reaction SMILES: [CH2:6]=[C:7]([CH3:8])[CH3:9].[CH3:15][CH2:16][O:17][CH2:18][CH3:19].[Cl:1][CH2:2][CH:3]=[N:4][OH:5].[Na+:10].[OH:11][C:12](=[O:13])[O-:14]>>[Cl:1][CH2:2][CH:3]=[N:4][O:5][C:7]([CH3:6])([CH3:8])[CH3:9].